Dataset: the Open Reaction Database (ORD), a public repository of structured organic reaction records. Task: describe an organic reaction: reactants, conditions, products, and yield The reactants are resultant solution, C(C)(=O)OC(CF)C1=NC=CC=C1S(=O)(=O)N (2-(1-acetoxy-2-fluoroethyl)-3-pyridinesulfonamide), C1(=CC=CC=C1)OC(NC1=NC(=CC(=N1)OC)OC)=O (phenyl(4,6-dimethoxypyrimidin-2-yl)carbamate), 1,8-diazabicyclo[5.4.0]undec-7-ene(DBU). Run in C(C)#N (acetonitrile). Yields the product C(C)(=O)OC(CF)C1=NC=CC=C1S(=O)(=O)NC(=O)NC1=NC(=CC(=N1)OC)OC (2-(1-Acetoxy-2-fluoroethyl)-N-[(4,6-dimethoxy-pyrimidin-2-yl)aminocarbonyl]-3-pyridinesulfonamide). RXN SMILES: [C:1]([O:4][CH:5]([C:8]1[C:13]([S:14]([NH2:17])(=[O:16])=[O:15])=[CH:12][CH:11]=[CH:10][N:9]=1)[CH2:6][F:7])(=[O:3])[CH3:2].C1([O:24][C:25](=O)[NH:26][C:27]2[N:32]=[C:31]([O:33][CH3:34])[CH:30]=[C:29]([O:35][CH3:36])[N:28]=2)C=CC=CC=1>C(#N)C>[C:1]([O:4][CH:5]([C:8]1[C:13]([S:14]([NH:17][C:25]([NH:26][C:27]2[N:28]=[C:29]([O:35][CH3:36])[CH:30]=[C:31]([O:33][CH3:34])[N:32]=2)=[O:24])(=[O:15])=[O:16])=[CH:12][CH:11]=[CH:10][N:9]=1)[CH2:6][F:7])(=[O:3])[CH3:2]. Reported procedure: To a solution of 2-(1-acetoxy-2-fluoroethyl)-3-pyridinesulfonamide (2.10 g) and phenyl(4,6-dimethoxypyrimidin-2-yl)carbamate (1.49 g) in 50 ml acetonitrile is added dropwise 0.7 ml of 1,8-diazabicyclo[5.4.0]undec-7-ene(DBU) at 15° C. After stirring for 2 hours the resultant solution is extracted with methylene chloride and 5% hydrochloric acid. The organic phase is dried over magnesium sulfate, filtered and evaporated to yield the subject compound. Reactants: OC=1C=NC=CC1 (3-hydroxy pyridine), ClCC(=O)N1CCN(CC1)S(=O)(=O)C1=CC2=CC=CC=C2C=C1 (2-chloro-1-(4-(naphthalen-2-ylsulfonyl)piperazin-1-yl)ethanone), ClCC(=O)N1CCN(CC1)S(=O)(=O)C1=CC2=CC=CC=C2C=C1 (2-chloro-1-(4-(naphthalen-2-ylsulfonyl)piperazin-1-yl)ethanone), C([O-])([O-])=O.[K+].[K+] (potassium carbonate), O (water). Run in C(C)#N (acetonitrile). Product: C1=C(C=CC2=CC=CC=C12)S(=O)(=O)N1CCN(CC1)C(COC=1C=NC=CC1)=O (1-(4-(Naphthalen-2-ylsulfonyl)piperazin-1-yl)-2-(pyridin-3-yloxy)ethanone). Yield: 11.4%. RXN SMILES: [OH:1][C:2]1[CH:3]=[N:4][CH:5]=[CH:6][CH:7]=1.Cl[CH2:9][C:10]([N:12]1[CH2:17][CH2:16][N:15]([S:18]([C:21]2[CH:30]=[CH:29][C:28]3[C:23](=[CH:24][CH:25]=[CH:26][CH:27]=3)[CH:22]=2)(=[O:20])=[O:19])[CH2:14][CH2:13]1)=[O:11].C(=O)([O-])[O-].[K+].[K+].O>C(#N)C>[CH:22]1[C:23]2[C:28](=[CH:27][CH:26]=[CH:25][CH:24]=2)[CH:29]=[CH:30][C:21]=1[S:18]([N:15]1[CH2:14][CH2:13][N:12]([C:10](=[O:11])[CH2:9][O:1][C:2]2[CH:3]=[N:4][CH:5]=[CH:6][CH:7]=2)[CH2:17][CH2:16]1)(=[O:20])=[O:19] |f:2.3.4|. Procedure: 3-hydroxy pyridine (97 mg, 1.02 mmol), 2-chloro-1-(4-(naphthalen-2-ylsulfonyl)piperazin-1-yl)ethanone (compound 5, 0.3 g, 0.85 mmol) and anhydrous potassium carbonate (0.352 g, 2.55 mmol) were stirred for over night in dry acetonitrile (20 mL). The mixture was poured into a large volume of water and the solution extracted with ether. Un-reacted phenol was removed with cold 1N NaOH solution. The ether extract was dried over anhydrous sodium sulphate, filtered and concentrated under reduced pressu...